This data is from the Open Reaction Database (ORD), a public repository of structured organic reaction records. The task is: describe an organic reaction: reactants, conditions, products, and yield Starting materials: C(#N)C1=NC=C(N=C1C#N)Cl (2,3-Dicyano-5-chloropyrazine), C1=CC(=CC=C1O)C (p-cresol), [OH-].[Na+] (sodium hydroxide), O (water). Solvent: CC(=O)C (acetone), CC(=O)C (acetone). Yields the product C(#N)C1=NC=C(N=C1C#N)OC1=CC=C(C=C1)C (2,3-dicyano-5-(p-methylphenoxy)pyrazine). Yield: 41.5%. RXN SMILES: [C:1]([C:3]1[C:8]([C:9]#[N:10])=[N:7][C:6](Cl)=[CH:5][N:4]=1)#[N:2].[CH:12]1[C:17]([OH:18])=[CH:16][CH:15]=[C:14]([CH3:19])[CH:13]=1.[OH-].[Na+].O>CC(C)=O>[C:1]([C:3]1[C:8]([C:9]#[N:10])=[N:7][C:6]([O:18][C:17]2[CH:12]=[CH:13][C:14]([CH3:19])=[CH:15][CH:16]=2)=[CH:5][N:4]=1)#[N:2] |f:2.3|. Reported procedure: 2,3-Dicyano-5-chloropyrazine (0.83 g; 0.005 mole) was dissolved in 25 ml of acetone. The solution was cooled to 0° to 5° C., and with stirring, a solution prepared from 0.54 g (0.005 mole) of p-cresol, 0.21 g (0.005 mole) of sodium hydroxide, 1 ml of water and 15 ml of acetone was added dropwise over the period of 15 minutes. The mixture was stirred at 0° to 5° C. for 1 hour. After the reaction, the solvent was removed by concentration under reduced pressure. The residue was extracted with 100 m... The reactants are FC=1C=C(OC2CN(C2)C(=O)OC(C)(C)C)C=CC1CN1CCCC1 (tert-Butyl 3-(3-fluoro-4-(pyrrolidin-1-ylmethyl)phenoxy)azetidine-1-carboxylate), OC1=C(C(=C(C=O)C=C1)OC)C (4-Hydroxy-2-methoxy-3-methylbenzaldehyde), N1CC(C1)OC1=CC(=C(CN2CCCC2)C=C1)F (1-(4-(Azetidin-3-yloxy)-2-fluorobenzyl)pyrrolidine), N1CCCC1 (pyrrolidine). The product is N1CC(C1)OC1=C(C(=C(CN2CCCC2)C=C1)OC)C (1-(4-(Azetidin-3-yloxy)-2-methoxy-3-methylbenzyl)pyrrolidine). Isolated yield 30.0%. As a reaction SMILES: F[C:2]1[CH:3]=[C:4]([CH:17]=[CH:18][C:19]=1[CH2:20][N:21]1[CH2:25][CH2:24][CH2:23][CH2:22]1)[O:5][CH:6]1[CH2:9][N:8](C(OC(C)(C)C)=O)[CH2:7]1.N1C[CH:28]([O:30]C2C=CC(CN3CCCC3)=C(F)C=2)C1.N1CCC[CH2:45]1.OC1C=CC(C=O)=C(OC)C=1C>>[NH:8]1[CH2:7][CH:6]([O:5][C:4]2[CH:17]=[CH:18][C:19]([CH2:20][N:21]3[CH2:22][CH2:23][CH2:24][CH2:25]3)=[C:2]([O:30][CH3:28])[C:3]=2[CH3:45])[CH2:9]1. Reported procedure: Using similar protocols as described in Examples 31A, 31B and 31C employing pyrrolidine and 52A as starting materials afforded 0.25 g (30%) of 52B as an oil. 1H NMR (500 MHz, CDCl3): δ 1.75 (s, 4H), 2.16 (s, 3H), 2.51 (s, 4H), 3.70 (s, 2H), 3.74 (s, 3H), 3.79 (m, 2H), 3.91 (m, 2H), 4.97 (m, 1H), 6.29 (d, 1H), 7.11 (d, 1H), MS (APCI+) m/z 277 [M+H]+. Reactants: [OH-].[Na+] (sodium hydroxide), [N+](=O)([O-])C1=C2C=C(N(C2=CC=C1)CC(=O)OCC)C ((4-nitro-2-methyl-1H-indol-1-yl)acetic acid, ethyl ester), Cl (hydrochloric acid). Run in C(C)O (ethanol). Yields the product CC=1N(C2=CC=CC(=C2C1)[N+](=O)[O-])CC(=O)O ((2-methyl-4-nitro-1H-indol-1-yl)acetic acid). Procedure: Aqueous sodium hydroxide (1 M, 25 ml) was added to a solution of (4-nitro-2-methyl-1H-indol-1-yl)acetic acid, ethyl ester (5.0 g, 18.9 mmol) in ethanol (25 ml) and the mixture warmed to 40° C. After stirring for 70 mins at this temperature, the mixture was allowed to cool back to ambient temperature and aqueous hydrochloric acid (1 M, 27.5 ml) added causing precipitation of a solid. This was collected by filtration, washed with water (2×25 ml) then dried in a vacuum oven at 50° C. overnight to l... Reaction conditions: temperature 40 celsius, time 70 minute. As a reaction SMILES: [OH-].[Na+].[N+:3]([C:6]1[CH:14]=[CH:13][CH:12]=[C:11]2[C:7]=1[CH:8]=[C:9]([CH3:21])[N:10]2[CH2:15][C:16]([O:18]CC)=[O:17])([O-:5])=[O:4].Cl>C(O)C>[CH3:21][C:9]1[N:10]([CH2:15][C:16]([OH:18])=[O:17])[C:11]2[C:7]([CH:8]=1)=[C:6]([N+:3]([O-:5])=[O:4])[CH:14]=[CH:13][CH:12]=2 |f:0.1|.